From a dataset of the Open Reaction Database (ORD), a public repository of structured organic reaction records. describe an organic reaction: reactants, conditions, products, and yield Reactants: N (ammonia), C(C1=CC=CC=C1)NC(CC1=CC=2C3C(C(OC2C=C1)(C)C)O3)=O (N-benzyl-2-(2,2-dimethyl-1a,7b-dihydro-2H-oxireno[c]chromen-6-yl)acetamide), O (water). The solvent is C(C)O (ethanol). Conditions: time 18 hour. The product is NC1C(C(OC2=CC=C(C=C12)CC(=O)NCC1=CC=CC=C1)(C)C)O (2-(4-amino-3-hydroxy-2,2-dimethyl-3,4-dihydro-2H-chromen-6-yl)-N-benzylacetamide). Reaction SMILES: [NH3:1].[CH2:2]([NH:9][C:10](=[O:25])[CH2:11][C:12]1[CH:21]=[CH:20][C:19]2[O:18][C:17]([CH3:23])([CH3:22])[CH:16]3[O:24][CH:15]3[C:14]=2[CH:13]=1)[C:3]1[CH:8]=[CH:7][CH:6]=[CH:5][CH:4]=1.O>C(O)C>[NH2:1][CH:15]1[C:14]2[C:19](=[CH:20][CH:21]=[C:12]([CH2:11][C:10]([NH:9][CH2:2][C:3]3[CH:8]=[CH:7][CH:6]=[CH:5][CH:4]=3)=[O:25])[CH:13]=2)[O:18][C:17]([CH3:23])([CH3:22])[CH:16]1[OH:24]. Reported procedure: 250 ml of a 25%-strength aqueous ammonia solution was added to a solution of 35 g of the N-benzyl-2-(2,2-dimethyl-1a,7b-dihydro-2H-oxireno[c]chromen-6-yl)acetamide obtained above in 250 ml ethanol, and the mixture was stirred for 18 hours at room temperature. The reaction mixture was poured into 500 ml water and extracted with 250 ml dichloromethane. The organic phase was separated, dried over sodium sulfate and largely evaporated under reduced pressure. 200 ml diethyl ether was added to the rem... The reactants are CC(CO)(COCC1=CC(=C(C=C1)F)CC1=CC=CC=C1)C (2,2-dimethyl-3-(3-benzyl-4-fluorobenzyloxy)-propan-1-ol), [Cr](=O)(=O)([O-])Cl.[NH+]1=CC=CC=C1 (pyridinium chlorochromate). The solvent is petroleum ether, ClCCl (dichloromethane), C(C)OCC (Diethyl ether), ClCCl (dichloromethane), C(C)OCC (diethyl ether). Conditions: time 14 hour. Product: CC(C=O)(COCC1=CC(=C(C=C1)F)CC1=CC=CC=C1)C (2,2-dimethyl-3-(3-benzyl-4-fluorobenzyloxy)propan-1-al). Reaction SMILES: [CH3:1][C:2]([CH3:22])([CH2:5][O:6][CH2:7][C:8]1[CH:13]=[CH:12][C:11]([F:14])=[C:10]([CH2:15][C:16]2[CH:21]=[CH:20][CH:19]=[CH:18][CH:17]=2)[CH:9]=1)[CH2:3][OH:4].[Cr](Cl)([O-])(=O)=O.[NH+]1C=CC=CC=1>ClCCl.C(OCC)C>[CH3:1][C:2]([CH3:22])([CH2:5][O:6][CH2:7][C:8]1[CH:13]=[CH:12][C:11]([F:14])=[C:10]([CH2:15][C:16]2[CH:17]=[CH:18][CH:19]=[CH:20][CH:21]=2)[CH:9]=1)[CH:3]=[O:4] |f:1.2|. Reported procedure: A solution of 2,2-dimethyl-3-(3-benzyl-4-fluorobenzyloxy)-propan-1-ol (from the previous Example) in dichloromethane (15 cm3) was added dropwise to a stirred suspension of pyridinium chlorochromate (5.13 g) in dichloromethane (40 cm3) whilst the reaction temperature was maintained within the range 0°-5° C. When the addition was complete the mixture was allowed to warm to the ambient temperature (ca 25° C.) over a period of two hours, and left to stir for 14 hours. Diethyl ether was then added to... The reactants are CI, CCO, N#CSc1ccc(N)c(F)c1, O. Yields the product CSc1ccc(N)c(F)c1. Reaction SMILES: [CH3:12][I:13].[CH3:14][CH2:15][OH:16].[NH2:1][c:2]1[c:3]([F:11])[cH:4][c:5]([S:8][C:9]#[N:10])[cH:6][cH:7]1.[OH2:17]>>[NH2:1][c:2]1[c:3]([F:11])[cH:4][c:5]([S:8][CH3:9])[cH:6][cH:7]1. The reactants are O, Cc1ncc(-c2ccnc(Nc3ccc(S(=O)(=O)NC(C)(C)CO)cc3)n2)n1C, Cc1ccc(S(=O)(=O)Cl)cc1, c1ccncc1. Product: Cc1ccc(S(=O)(=O)OCC(C)(C)NS(=O)(=O)c2ccc(Nc3nccc(-c4cnc(C)n4C)n3)cc2)cc1. Reaction SMILES: [OH2:47].[OH:1][CH2:2][C:3]([CH3:4])([CH3:5])[NH:6][S:7](=[O:8])(=[O:9])[c:10]1[cH:11][cH:12][c:13]([NH:14][c:15]2[n:16][cH:17][cH:18][c:19](-[c:21]3[cH:22][n:23][c:24]([CH3:27])[n:25]3[CH3:26])[n:20]2)[cH:28][cH:29]1.[c:30]1([CH3:40])[cH:31][cH:32][c:33]([S:36](=[O:37])(=[O:38])[Cl:39])[cH:34][cH:35]1.[cH:41]1[cH:42][cH:43][n:44][cH:45][cH:46]1>>[O:1]([CH2:2][C:3]([CH3:4])([CH3:5])[NH:6][S:7](=[O:8])(=[O:9])[c:10]1[cH:11][cH:12][c:13]([NH:14][c:15]2[n:16][cH:17][cH:18][c:19](-[c:21]3[cH:22][n:23][c:24]([CH3:27])[n:25]3[CH3:26])[n:20]2)[cH:28][cH:29]1)[S:36]([c:33]1[cH:32][cH:31][c:30]([CH3:40])[cH:35][cH:34]1)(=[O:37])=[O:38]. Starting materials: [Al+3], CC1C(=O)c2ccccc2C1NCCCc1ccccc1, [H-], [H-], [H-], [H-], [Li+], C1CCOC1. Yields the product CC1C(O)c2ccccc2C1NCCCc1ccccc1. RXN SMILES: [Al+3:2].[CH2:7]([CH2:8][c:9]1[cH:10][cH:11][cH:12][cH:13][cH:14]1)[CH2:15][NH:16][CH:17]1[CH:18]([CH3:27])[C:19](=[O:26])[c:20]2[cH:21][cH:22][cH:23][cH:24][c:25]21.[H-:1].[H-:4].[H-:5].[H-:6].[Li+:3].[O:28]1[CH2:29][CH2:30][CH2:31][CH2:32]1>>[CH2:7]([CH2:8][c:9]1[cH:10][cH:11][cH:12][cH:13][cH:14]1)[CH2:15][NH:16][CH:17]1[CH:18]([CH3:27])[CH:19]([OH:26])[c:20]2[cH:21][cH:22][cH:23][cH:24][c:25]21. Reactants: CCCC(C)O, CC(C)O, Nc1cc(O)c(Cl)cc1F, COc1cc2c(Cl)cnnc2cc1OCc1ccncc1, Cl. The product is Cl, COc1cc2c(Nc3cc(O)c(Cl)cc3F)cnnc2cc1OCc1ccncc1. Reaction SMILES: [CH3:37][CH:38]([OH:39])[CH2:40][CH2:41][CH3:42].[CH:33]([OH:34])([CH3:35])[CH3:36].[Cl:23][c:24]1[cH:25][c:26]([F:32])[c:27]([NH2:28])[cH:29][c:30]1[OH:31].[Cl:2][c:3]1[cH:4][n:5][n:6][c:7]2[cH:8][c:9]([O:15][CH2:16][c:17]3[cH:18][cH:19][n:20][cH:21][cH:22]3)[c:10]([O:13][CH3:14])[cH:11][c:12]12.[ClH:1]>>[ClH:2].[c:3]1([NH:28][c:27]2[c:26]([F:32])[cH:25][c:24]([Cl:23])[c:30]([OH:31])[cH:29]2)[cH:4][n:5][n:6][c:7]2[cH:8][c:9]([O:15][CH2:16][c:17]3[cH:18][cH:19][n:20][cH:21][cH:22]3)[c:10]([O:13][CH3:14])[cH:11][c:12]12.